This data is from the Open Reaction Database (ORD), a public repository of structured organic reaction records. The task is: describe an organic reaction: reactants, conditions, products, and yield The reactants are Cc1c(C(=O)c2ccccc2)c(NC(=O)CI)cn1C, CC(=O)CC(=O)c1ccccc1Cl. Yields the product Cc1c(C(=O)c2ccccc2Cl)c(NC(=O)CI)cn1C. Reaction SMILES: [C:1]([c:2]1[cH:3][cH:4][cH:5][cH:6][cH:7]1)(=[O:8])[c:9]1[c:10]([NH:16][C:17]([CH2:18][I:19])=[O:20])[cH:11][n:12]([CH3:15])[c:13]1[CH3:14].[Cl:21][c:22]1[cH:23][cH:24][cH:25][cH:26][c:27]1[C:28]([CH2:29][C:30](=[O:31])[CH3:32])=[O:33]>>[C:1]([c:2]1[cH:3][cH:4][cH:5][cH:6][c:7]1[Cl:21])(=[O:8])[c:9]1[c:10]([NH:16][C:17]([CH2:18][I:19])=[O:20])[cH:11][n:12]([CH3:15])[c:13]1[CH3:14]. Starting materials: C(C)N1CCC(C2=CC(=CC=C12)C(COC1=CC=C(C(=O)OC)C=C1)CCCCC)(C)C ((RS)-methyl 4-[2-(N-ethyl-4,4-dimethyl-1,2,3,4-tetrahydroquinolin-6-yl)-heptyloxy]-benzoate), O.[OH-].[Li+] (lithium hydroxide hydrate). The solvent is C1CCOC1 (THF), O (water), CCOCC (ether). Conditions: temperature 40 celsius, time 6 hour. Yields the product C(C)N1CCC(C2=CC(=CC=C12)C(COC1=CC=C(C(=O)O)C=C1)CCCCC)(C)C ((RS)-4-[2-(N-ethyl-4,4-dimethyl-1,2,3,4-tetrahydroquinolin-6-yl)-heptyloxy]-benzoic Acid). Isolated yield 49.3%. Reaction SMILES: [CH2:1]([N:3]1[C:12]2[C:7](=[CH:8][C:9]([CH:13]([CH2:26][CH2:27][CH2:28][CH2:29][CH3:30])[CH2:14][O:15][C:16]3[CH:25]=[CH:24][C:19]([C:20]([O:22]C)=[O:21])=[CH:18][CH:17]=3)=[CH:10][CH:11]=2)[C:6]([CH3:32])([CH3:31])[CH2:5][CH2:4]1)[CH3:2].O.[OH-].[Li+]>C1COCC1.O.CCOCC>[CH2:1]([N:3]1[C:12]2[C:7](=[CH:8][C:9]([CH:13]([CH2:26][CH2:27][CH2:28][CH2:29][CH3:30])[CH2:14][O:15][C:16]3[CH:17]=[CH:18][C:19]([C:20]([OH:22])=[O:21])=[CH:24][CH:25]=3)=[CH:10][CH:11]=2)[C:6]([CH3:31])([CH3:32])[CH2:5][CH2:4]1)[CH3:2] |f:1.2.3|. Procedure details: 1 g of (RS)-2-(N-ethyl-4,4-dimethyl-1,2,3,4-tetrahydroquinolin-6-yl)-heptanol dissolved in 20 ml THF were treated with 950 mg of triphenylphosphine, 550 mg of methyl 4-hydroxybenzoate and 0.57 ml of diethyl azodicarboxylate. The reaction mixture was heated to reflux for 6 hours. The mixture was diluted with 100 ml of ether and washed with two portions of 25 ml of water and one portion of 25 ml of sat. aq. sodium chloride solution. The organic phase was dried over MgSO4. The solvents were removed... Starting materials: O=C(C(C)(CO)CO)C (3-oxo-2,2-bis-(hydroxymethyl)butane), CS(=O)(=O)Cl (methanesulphonyl chloride), N1=CC=CC=C1 (pyridine), III, IV, ice water, Cl (hydrochloric acid). Run in ClCCCl (1,2-dichlorethane). Run at time 15 hour. The product is CS(=O)(=O)OCC(COS(=O)(=O)C)(C)C(C)=O (2-acetyl-2-methyl-propane-1,3-diol bismethanesulphonate). The yield is 69.4%. Reaction SMILES: [O:1]=[C:2]([CH3:9])[C:3]([CH2:7][OH:8])([CH2:5][OH:6])[CH3:4].[CH3:10][S:11](Cl)(=[O:13])=[O:12].N1C=CC=CC=1.Cl>ClCCCl>[CH3:10][S:11]([O:6][CH2:5][C:3]([C:2](=[O:1])[CH3:9])([CH3:4])[CH2:7][O:8][S:11]([CH3:10])(=[O:13])=[O:12])(=[O:13])=[O:12]. Reported procedure: 66 g (0.5 mol) of 3-oxo-2,2-bis-(hydroxymethyl)butane (for the preparation, see Beilstein H 1, E III 3306, IV 4132 and J. Chem. Soc., London, 1932, 2671) were dissolved in 300 ml of 1,2-dichlorethane, 114.5 g (1 mol) of methanesulphonyl chloride were added dropwise, and 158 g (2 mol) of pyridine were added dropwise at 0°-5° C. The mixture was subsequently stirred at room temperature for 15 hours and then poured onto 600 ml of ice-water and 100 ml of concentrated hydrochloric acid. A solid thereb...